From a dataset of the Open Reaction Database (ORD), a public repository of structured organic reaction records. describe an organic reaction: reactants, conditions, products, and yield Reactants: C(C)(=O)OC=1C(=C2CCC(OC2=C(C1C)C)COC1=CC=C(C=C1)CC(C(=O)OCC)Cl)C (ethyl 3-[4-(6-acetoxy-5,7,8-trimethylchroman-2-ylmethoxy)phenyl]-2-chloropropionate), crude product, NC(=S)N (thiourea), S1(=O)(=O)CCCC1 (sulfolane). Product: C(C)(=O)OC=1C(=C2CCC(OC2=C(C1C)C)COC1=CC=C(CC2C(NC(S2)=N)=O)C=C1)C (5-[4-(6-Acetoxy-5,7,8-trimethylchroman-2-ylmethoxy)benzyl]-2-iminothiazolidin-4-one). RXN SMILES: [C:1]([O:4][C:5]1[C:6]([CH3:33])=[C:7]2[C:12](=[C:13]([CH3:16])[C:14]=1[CH3:15])[O:11][CH:10]([CH2:17][O:18][C:19]1[CH:24]=[CH:23][C:22]([CH2:25][CH:26](Cl)[C:27](OCC)=[O:28])=[CH:21][CH:20]=1)[CH2:9][CH2:8]2)(=[O:3])[CH3:2].[NH2:34][C:35]([NH2:37])=[S:36].S1(CCCC1)(=O)=O>>[C:1]([O:4][C:5]1[C:6]([CH3:33])=[C:7]2[C:12](=[C:13]([CH3:16])[C:14]=1[CH3:15])[O:11][CH:10]([CH2:17][O:18][C:19]1[CH:24]=[CH:23][C:22]([CH2:25][CH:26]3[S:36][C:35](=[NH:34])[NH:37][C:27]3=[O:28])=[CH:21][CH:20]=1)[CH2:9][CH2:8]2)(=[O:3])[CH3:2]. Reported procedure: The procedure described in Example 1(a) was repeated, except that 490 mg of ethyl 3-[4-(6-acetoxy-5,7,8-trimethylchroman-2-ylmethoxy)phenyl]-2-chloropropionate, 100 mg of thiourea and 2 ml of sulfolane were heated at 110°-120° C. for 5 hours. The product was then treated as described in Example 1(a), except that the crude product (in the form of crystals) was washed with ethyl acetate, to give the title compound, softening at 228°-236° C. The reactants are CCOC(=O)C(=O)OCC, CCO, CCCCCC(C)=O, [Na]. The product is CCCCCC(=O)CC(=O)C(=O)OCC. RXN SMILES: [C:10]([C:11](=[O:12])[O:13][CH2:14][CH3:15])(=[O:16])[O:17][CH2:18][CH3:19].[CH3:20][CH2:21][OH:22].[CH3:2][C:3]([CH2:4][CH2:5][CH2:6][CH2:7][CH3:8])=[O:9].[Na:1]>>[CH2:2]([C:3]([CH2:4][CH2:5][CH2:6][CH2:7][CH3:8])=[O:9])[C:10]([C:11](=[O:12])[O:13][CH2:14][CH3:15])=[O:16]. Reactants: C(C)(C)(C)OC(=O)N1CCN(CC1)CC1=CC=C(C=C1)OCCCN1CCCCC1 (4-[4-(3-Piperidin-1-yl-propoxy)-benzyl]-piperazine-1-carboxylic acid tert-butyl ester), ClCCl (dichloromethane), CO (methanol), solution, Cl (hydrogen chloride). Solvent: C(C)OCC (diethyl ether). Reaction conditions: time 5 hour. The product is Cl.Cl.Cl.N1(CCCCC1)CCCOC1=CC=C(CN2CCNCC2)C=C1 (1-[4-(3-Piperidin-1-yl-propoxy)-benzyl]-piperazine trihydrochloride). Isolated yield 93.0%. Reaction SMILES: C(OC([N:8]1[CH2:13][CH2:12][N:11]([CH2:14][C:15]2[CH:20]=[CH:19][C:18]([O:21][CH2:22][CH2:23][CH2:24][N:25]3[CH2:30][CH2:29][CH2:28][CH2:27][CH2:26]3)=[CH:17][CH:16]=2)[CH2:10][CH2:9]1)=O)(C)(C)C.[Cl:31]CCl.CO.[ClH:36]>C(OCC)C>[ClH:31].[ClH:36].[ClH:31].[N:25]1([CH2:24][CH2:23][CH2:22][O:21][C:18]2[CH:19]=[CH:20][C:15]([CH2:14][N:11]3[CH2:12][CH2:13][NH:8][CH2:9][CH2:10]3)=[CH:16][CH:17]=2)[CH2:26][CH2:27][CH2:28][CH2:29][CH2:30]1 |f:5.6.7.8|. Procedure details: To a solution of 4-[4-(3-piperidin-1-yl-propoxy)-benzyl]-piperazine-1-carboxylic acid tert-butyl ester (D1) (1.576 g, 3.76 mmol) in a (1:1) mixture of dichloromethane and methanol (20 ml) was added a 1M solution of hydrogen chloride in diethyl ether (20 ml) and the reaction stirred for 5 hours at room temperature. The solvent was then evaporated in vacuo and the resulting residue triturated with diethyl ether to afford the title compound (1.5 g, 93%); MS (ES+), m/e 318 [M+H]+.